Task: describe an organic reaction: reactants, conditions, products, and yield. Dataset: the Open Reaction Database (ORD), a public repository of structured organic reaction records The reactants are CCOC(C)=O, O=Cc1ccccc1O, O=S(=O)(Cl)c1ccc(C(F)(F)F)cc1, O, c1ccncc1. Yields the product O=Cc1ccccc1OS(=O)(=O)c1ccc(C(F)(F)F)cc1. As a reaction SMILES: [CH3:25][CH2:26][O:27][C:28](=[O:29])[CH3:30].[CH:15](=[O:16])[c:17]1[cH:18][cH:19][cH:20][cH:21][c:22]1[OH:23].[F:1][C:2]([c:3]1[cH:4][cH:5][c:6]([S:9](=[O:10])(=[O:11])[Cl:12])[cH:7][cH:8]1)([F:13])[F:14].[OH2:24].[cH:31]1[cH:32][cH:33][n:34][cH:35][cH:36]1>>[F:1][C:2]([c:3]1[cH:4][cH:5][c:6]([S:9](=[O:10])(=[O:11])[O:23][c:22]2[c:17]([CH:15]=[O:16])[cH:18][cH:19][cH:20][cH:21]2)[cH:7][cH:8]1)([F:13])[F:14]. The reactants are C1CCOC1, Cc1nc(-c2ccc(C(F)(F)F)cc2)ccc1CO, CC(C)(C)OC(=O)N=NC(=O)OC(C)(C)C, O=C1NC(=O)c2ccccc21, c1ccc(P(c2ccccc2)c2ccccc2)cc1. Product: Cc1nc(-c2ccc(C(F)(F)F)cc2)ccc1CN1C(=O)c2ccccc2C1=O. Reaction SMILES: [CH2:66]1[O:67][CH2:68][CH2:69][CH2:70]1.[CH3:1][c:2]1[n:3][c:4](-[c:10]2[cH:11][cH:12][c:13]([C:16]([F:17])([F:18])[F:19])[cH:14][cH:15]2)[cH:5][cH:6][c:7]1[CH2:8][OH:9].[N:50]([C:51]([O:52][C:53]([CH3:54])([CH3:55])[CH3:56])=[O:57])=[N:58][C:59]([O:60][C:61]([CH3:62])([CH3:63])[CH3:64])=[O:65].[O:20]=[C:21]1[NH:22][C:23](=[O:24])[c:25]2[cH:26][cH:27][cH:28][cH:29][c:30]21.[c:31]1([P:32]([c:33]2[cH:34][cH:35][cH:36][cH:37][cH:38]2)[c:39]2[cH:40][cH:41][cH:42][cH:43][cH:44]2)[cH:45][cH:46][cH:47][cH:48][cH:49]1>>[CH3:1][c:2]1[n:3][c:4](-[c:10]2[cH:11][cH:12][c:13]([C:16]([F:17])([F:18])[F:19])[cH:14][cH:15]2)[cH:5][cH:6][c:7]1[CH2:8][N:22]1[C:21](=[O:20])[c:30]2[c:25]([cH:26][cH:27][cH:28][cH:29]2)[C:23]1=[O:24].